From a dataset of the Open Reaction Database (ORD), a public repository of structured organic reaction records. describe an organic reaction: reactants, conditions, products, and yield Starting materials: COC(=O)c1ccc(Cc2c[nH]c3ccc(C(=O)OCc4ccccc4)cc23)c(OC)c1, CN(C)C=O, O=CO. Product: COC(=O)c1ccc(Cc2c[nH]c3ccc(C(=O)O)cc23)c(OC)c1. As a reaction SMILES: [CH3:1][O:2][C:3]([c:4]1[cH:5][c:6]([O:30][CH3:31])[c:7]([CH2:10][c:11]2[cH:12][nH:13][c:14]3[cH:15][cH:16][c:17]([C:20](=[O:21])[O:22][CH2:23][c:24]4[cH:25][cH:26][cH:27][cH:28][cH:29]4)[cH:18][c:19]23)[cH:8][cH:9]1)=[O:32].[CH3:33][N:34]([CH3:35])[CH:36]=[O:37].[CH:38]([OH:39])=[O:40]>>[CH3:1][O:2][C:3]([c:4]1[cH:5][c:6]([O:30][CH3:31])[c:7]([CH2:10][c:11]2[cH:12][nH:13][c:14]3[cH:15][cH:16][c:17]([C:20](=[O:21])[OH:22])[cH:18][c:19]23)[cH:8][cH:9]1)=[O:32]. Reactants: C(C1=CC=CC=C1)(C1=CC=CC=C1)OC(\C(=N/O)\C=1N=C(SC1)NC(C1=CC=CC=C1)(C1=CC=CC=C1)C1=CC=CC=C1)=O ((Z)-2-(2-tritylamino-4-thiazolyl)-2-(hydroxyimino)acetic acid benzhydryl ester), ClCC#N (chloroacetonitrile), ice water, powder, C([O-])([O-])=O.[K+].[K+] (potassium carbonate), C(C)OCC (ethyl ether). Solvent: CS(=O)C (dimethylsulfoxide). Product: C(C1=CC=CC=C1)(C1=CC=CC=C1)OC(\C(\C=1N=C(SC1)NC(C1=CC=CC=C1)(C1=CC=CC=C1)C1=CC=CC=C1)=N/OCC#N)=O ((Z)-2-(cyanomethyloxyimino)-2-(2-tritylamino-4-thiazolyl)acetic acid benzhydryl ester). Isolated yield 90.7%. RXN SMILES: [CH:1]([O:14][C:15](=[O:44])/[C:16](/[C:19]1[N:20]=[C:21]([NH:24][C:25]([C:38]2[CH:43]=[CH:42][CH:41]=[CH:40][CH:39]=2)([C:32]2[CH:37]=[CH:36][CH:35]=[CH:34][CH:33]=2)[C:26]2[CH:31]=[CH:30][CH:29]=[CH:28][CH:27]=2)[S:22][CH:23]=1)=[N:17]\[OH:18])([C:8]1[CH:13]=[CH:12][CH:11]=[CH:10][CH:9]=1)[C:2]1[CH:7]=[CH:6][CH:5]=[CH:4][CH:3]=1.C(=O)([O-])[O-].[K+].[K+].Cl[CH2:52][C:53]#[N:54].C(OCC)C>CS(C)=O>[CH:1]([O:14][C:15](=[O:44])/[C:16](=[N:17]\[O:18][CH2:52][C:53]#[N:54])/[C:19]1[N:20]=[C:21]([NH:24][C:25]([C:38]2[CH:39]=[CH:40][CH:41]=[CH:42][CH:43]=2)([C:32]2[CH:33]=[CH:34][CH:35]=[CH:36][CH:37]=2)[C:26]2[CH:27]=[CH:28][CH:29]=[CH:30][CH:31]=2)[S:22][CH:23]=1)([C:2]1[CH:3]=[CH:4][CH:5]=[CH:6][CH:7]=1)[C:8]1[CH:9]=[CH:10][CH:11]=[CH:12][CH:13]=1 |f:1.2.3|. Procedure details: In 70 ml of dimethylsulfoxide was dissolved 11.9 g (0.02 mole) of (Z)-2-(2-tritylamino-4-thiazolyl)-2-(hydroxyimino)acetic acid benzhydryl ester and after adding thereto 2.76 g of a powder of potassium carbonate and 1.7 g (0.0225 mole) of of chloroacetonitrile, the mixture was allowed to react overnight at room temperature. After the reaction was over, the reaction mixture was poured into 150 ml of ice water, the product was extracted first with 150 ml of ethyl acetate and then with 100 ml of et... Procedure: A solution of 120 mg of cis-N-tert-butoxycarbonyl-2-[2-(4-chlorobenzoylamino)-6-methoxyquinazolin-4-yl]aminocyclohexylamine in 5 mL of methylene chloride was combined with 2 mL of trifluoroacetic acid, and reacted at room temperature for 1 hour. The reaction solution was basified by addition of a saturated solution of sodium hydrogen carbonate, extracted with chloroform, and dried. After the solvent was distilled off, the residue was purified by column chromatography on silica gel (chloroform:me... The solvent is C(Cl)Cl (methylene chloride). Isolated yield 82.3%. Reactants: C(C)(C)(C)OC(=O)N[C@H]1[C@H](CCCC1)NC1=NC(=NC2=CC=C(C=C12)OC)NC(C1=CC=C(C=C1)Cl)=O (cis-N-tert-butoxycarbonyl-2-[2-(4-chlorobenzoylamino)-6-methoxyquinazolin-4-yl]aminocyclohexylamine), FC(C(=O)O)(F)F (trifluoroacetic acid), C(O)([O-])=O.[Na+] (sodium hydrogen carbonate). As a reaction SMILES: C(OC([NH:8][C@@H:9]1[CH2:14][CH2:13][CH2:12][CH2:11][C@@H:10]1[NH:15][C:16]1[C:25]2[C:20](=[CH:21][CH:22]=[C:23]([O:26][CH3:27])[CH:24]=2)[N:19]=[C:18]([NH:28][C:29](=[O:37])[C:30]2[CH:35]=[CH:34][C:33]([Cl:36])=[CH:32][CH:31]=2)[N:17]=1)=O)(C)(C)C.FC(F)(F)C(O)=O.C(=O)([O-])O.[Na+]>C(Cl)Cl>[Cl:36][C:33]1[CH:32]=[CH:31][C:30]([C:29]([NH:28][C:18]2[N:17]=[C:16]([NH:15][C@H:10]3[CH2:11][CH2:12][CH2:13][CH2:14][C@H:9]3[NH2:8])[C:25]3[C:20](=[CH:21][CH:22]=[C:23]([O:26][CH3:27])[CH:24]=3)[N:19]=2)=[O:37])=[CH:35][CH:34]=1 |f:2.3|. Yields the product ClC1=CC=C(C(=O)NC2=NC3=CC=C(C=C3C(=N2)N[C@@H]2[C@@H](CCCC2)N)OC)C=C1 (cis-2-[2-(4-Chlorobenzoylamino)-6-methoxyquinazolin-4-yl]aminocyclohexylamine). Starting materials: C(C)OC(C=C(OCC)N)=O (β-amino-β-ethoxyacrylic acid ethyl ester), FC(OC1=CC=C(CNN)C=C1)(F)F (4-trifluoromethoxybenzylhydrazine), compound. Yields the product NC=1NN(C(C1)=O)CC1=CC=C(C=C1)OC(F)(F)F (3-Amino-1-(4-trifluoromethoxybenzyl)-pyrazol-5-one). As a reaction SMILES: C([O:3][C:4](=O)[CH:5]=[C:6]([NH2:10])OCC)C.[F:12][C:13]([F:25])([F:24])[O:14][C:15]1[CH:23]=[CH:22][C:18]([CH2:19][NH:20][NH2:21])=[CH:17][CH:16]=1>>[NH2:10][C:6]1[NH:21][N:20]([CH2:19][C:18]2[CH:22]=[CH:23][C:15]([O:14][C:13]([F:24])([F:25])[F:12])=[CH:16][CH:17]=2)[C:4](=[O:3])[CH:5]=1. Reported procedure: From 17.5 g of β-amino-β-ethoxyacrylic acid ethyl ester and 20.6 g of 4-trifluoromethoxybenzylhydrazine, analogously to the procedure described in Example 1. 8.7 g of the compound identified above as colorless crystals of melting point 99°, corresponding to 32% of theory, are obtained.